This data is from the Open Reaction Database (ORD), a public repository of structured organic reaction records. The task is: describe an organic reaction: reactants, conditions, products, and yield Starting materials: O=CO, Cl, NO, O, O=Cc1cc(O)c(O)c([N+](=O)[O-])c1. The product is N#Cc1cc(O)c(O)c([N+](=O)[O-])c1. As a reaction SMILES: [CH:18]([OH:19])=[O:20].[ClH:14].[NH2:15][OH:16].[OH2:17].[OH:1][c:2]1[cH:3][c:4]([CH:5]=[O:6])[cH:7][c:8]([N+:11](=[O:12])[O-:13])[c:9]1[OH:10]>>[OH:1][c:2]1[cH:3][c:4]([C:5]#[N:15])[cH:7][c:8]([N+:11](=[O:12])[O-:13])[c:9]1[OH:10]. Reactants: CCOC(=O)C1CCC(Br)C(O)C1, CC(C)=O, CC(C)O, O, O=S(=O)(O)O. Yields the product CCOC(=O)C1CCC(Br)C(=O)C1. As a reaction SMILES: [Br:1][CH:2]1[CH:3]([OH:13])[CH2:4][CH:5]([C:8](=[O:9])[O:10][CH2:11][CH3:12])[CH2:6][CH2:7]1.[CH3:23][C:24](=[O:25])[CH3:26].[CH:19]([OH:20])([CH3:21])[CH3:22].[OH2:27].[S:14](=[O:15])(=[O:16])([OH:17])[OH:18]>>[Br:1][CH:2]1[C:3](=[O:13])[CH2:4][CH:5]([C:8](=[O:9])[O:10][CH2:11][CH3:12])[CH2:6][CH2:7]1.